Dataset: the Open Reaction Database (ORD), a public repository of structured organic reaction records. Task: describe an organic reaction: reactants, conditions, products, and yield Reactants: CCO, Cl, CCCN(CCC)CCc1cccc([N+](=O)[O-])c1CC(=O)O. Yields the product Cl, CCCN(CCC)CCc1cccc2c1CC(=O)N2. Reaction SMILES: [CH3:24][CH2:25][OH:26].[ClH:1].[N+:2]([O-:4])([c:5]1[c:6]([CH2:20][C:21](=[O:3])[OH:23])[c:7]([CH2:11][CH2:12][N:13]([CH2:14][CH2:15][CH3:16])[CH2:17][CH2:18][CH3:19])[cH:8][cH:9][cH:10]1)=[O:22]>>[ClH:1].[NH:2]1[c:5]2[c:6]([c:7]([CH2:11][CH2:12][N:13]([CH2:14][CH2:15][CH3:16])[CH2:17][CH2:18][CH3:19])[cH:8][cH:9][cH:10]2)[CH2:20][C:21]1=[O:23]. Reactants: BrCc1ccccc1, CCN(C(C)C)C(C)C, C#CCOc1ccc(N)c(C(=O)c2ccc(C(C)C)cc2)c1, C1COCCO1. Product: C#CCOc1ccc(NCc2ccccc2)c(C(=O)c2ccc(C(C)C)cc2)c1. RXN SMILES: [Br:23][CH2:24][c:25]1[cH:26][cH:27][cH:28][cH:29][cH:30]1.[CH2:31]([N:32]([CH:33]([CH3:34])[CH3:35])[CH:36]([CH3:37])[CH3:38])[CH3:39].[NH2:1][c:2]1[c:3]([C:12](=[O:13])[c:14]2[cH:15][cH:16][c:17]([CH:20]([CH3:21])[CH3:22])[cH:18][cH:19]2)[cH:4][c:5]([O:8][CH2:9][C:10]#[CH:11])[cH:6][cH:7]1.[O:40]1[CH2:41][CH2:42][O:43][CH2:44][CH2:45]1>>[NH:1]([c:2]1[c:3]([C:12](=[O:13])[c:14]2[cH:15][cH:16][c:17]([CH:20]([CH3:21])[CH3:22])[cH:18][cH:19]2)[cH:4][c:5]([O:8][CH2:9][C:10]#[CH:11])[cH:6][cH:7]1)[CH2:24][c:25]1[cH:26][cH:27][cH:28][cH:29][cH:30]1. Reactants: C1CCOC1, CN(C)CCCN, Cc1ccc(C(=O)NC(C)C)cc1-c1nc(S(C)=O)nc2c1CNC(=O)N2c1c(F)cccc1F. Product: Cc1ccc(C(=O)NC(C)C)cc1-c1nc(NCCCN(C)C)nc2c1CNC(=O)N2c1c(F)cccc1F. Reaction SMILES: [CH2:43]1[O:44][CH2:45][CH2:46][CH2:47]1.[CH3:36][N:37]([CH2:38][CH2:39][CH2:40][NH2:41])[CH3:42].[F:1][c:2]1[c:3]([N:9]2[C:10](=[O:35])[NH:11][CH2:12][c:13]3[c:14]2[n:15][c:16]([S:32]([CH3:33])=[O:34])[n:17][c:18]3-[c:19]2[cH:20][c:21]([C:22](=[O:23])[NH:24][CH:25]([CH3:26])[CH3:27])[cH:28][cH:29][c:30]2[CH3:31])[c:4]([F:8])[cH:5][cH:6][cH:7]1>>[F:1][c:2]1[c:3]([N:9]2[C:10](=[O:35])[NH:11][CH2:12][c:13]3[c:14]2[n:15][c:16]([NH:41][CH2:40][CH2:39][CH2:38][N:37]([CH3:36])[CH3:42])[n:17][c:18]3-[c:19]2[cH:20][c:21]([C:22](=[O:23])[NH:24][CH:25]([CH3:26])[CH3:27])[cH:28][cH:29][c:30]2[CH3:31])[c:4]([F:8])[cH:5][cH:6][cH:7]1.